Dataset: the Open Reaction Database (ORD), a public repository of structured organic reaction records. Task: describe an organic reaction: reactants, conditions, products, and yield Reactants: CN(C(OC1=CC=C(C=C1)CCNC(=O)N1CCC(CC1)NC1=CC=C(C=C1)CCNC[C@@H](COC1=CC=C(C=C1)O[Si](C1=CC=CC=C1)(C1=CC=CC=C1)C(C)(C)C)O)=O)C (4-{2-[({4-[4-(2-{[(2S)-3-(4-{[tert-Butyl(diphenyl)silyl]oxy}phenoxy)-2-hydroxypropyl]amino}ethyl)anilino]-1-piperidinyl)carbonyl)amino]ethyl}phenyl dimethylcarbamate). The solvent is C(Cl)(Cl)Cl.CO (chloroform methanol). The product is O[C@@H](CNCCC1=CC=C(C=C1)NC1CCN(CC1)C(=O)NCCC1=CC=C(C=C1)OC(N(C)C)=O)COC1=CC=C(C=C1)O (Dimethyl-carbamic Acid 4-(2-{[4-(4-{2-[(2S)-2-hydroxy-3-(4-hydroxy-phenoxy)-propylamino]-ethyl}-phenylamino)-piperidine-1-carbonyl]-amino}-ethyl)-phenyl Ester). Isolated yield 56.6%. Reaction SMILES: [CH3:1][N:2]([CH3:62])[C:3](=[O:61])[O:4][C:5]1[CH:10]=[CH:9][C:8]([CH2:11][CH2:12][NH:13][C:14]([N:16]2[CH2:21][CH2:20][CH:19]([NH:22][C:23]3[CH:28]=[CH:27][C:26]([CH2:29][CH2:30][NH:31][CH2:32][C@H:33]([OH:60])[CH2:34][O:35][C:36]4[CH:41]=[CH:40][C:39]([O:42][Si](C(C)(C)C)(C5C=CC=CC=5)C5C=CC=CC=5)=[CH:38][CH:37]=4)=[CH:25][CH:24]=3)[CH2:18][CH2:17]2)=[O:15])=[CH:7][CH:6]=1>C(Cl)(Cl)Cl.CO>[OH:60][C@H:33]([CH2:34][O:35][C:36]1[CH:37]=[CH:38][C:39]([OH:42])=[CH:40][CH:41]=1)[CH2:32][NH:31][CH2:30][CH2:29][C:26]1[CH:25]=[CH:24][C:23]([NH:22][CH:19]2[CH2:20][CH2:21][N:16]([C:14]([NH:13][CH2:12][CH2:11][C:8]3[CH:9]=[CH:10][C:5]([O:4][C:3](=[O:61])[N:2]([CH3:1])[CH3:62])=[CH:6][CH:7]=3)=[O:15])[CH2:17][CH2:18]2)=[CH:28][CH:27]=1 |f:1.2|. Procedure details: 4-{2-[({4-[4-(2-{[(2S)-3-(4-{[tert-Butyl(diphenyl)silyl]oxy}phenoxy)-2-hydroxypropyl]amino}ethyl)anilino]-1-piperidinyl)carbonyl)amino]ethyl}phenyl dimethylcarbamate (0.22 g, 0.256 mmol) was reacted according to Procedure H (eluant: 10:1 chloroform-methanol) to give the title compound (0.09 g, 0.145 mmol). Reactants: COC=1C=C2C(NC=NC2=CC1OCCCN(S(=O)(=O)C)C)=O (6-Methoxy-7-(3-(N-methyl-N-methylsulphonylamino)propoxy)quinazolin-4-one), S(=O)(Cl)Cl (thionyl chloride). Reagents/catalysts: CN(C)C=O (DMF). Yields the product ClC1=NC=NC2=CC(=C(C=C12)OC)OCCCN(S(=O)(=O)C)C (4-chloro-6-methoxy-7-(3-(N-methyl-N-methylsulphonylamino)propoxy)quinazoline). Yield: 80.0%. As a reaction SMILES: [CH3:1][O:2][C:3]1[CH:4]=[C:5]2[C:10](=[CH:11][C:12]=1[O:13][CH2:14][CH2:15][CH2:16][N:17]([CH3:22])[S:18]([CH3:21])(=[O:20])=[O:19])[N:9]=[CH:8][NH:7][C:6]2=O.S(Cl)([Cl:26])=O>CN(C=O)C>[Cl:26][C:6]1[C:5]2[C:10](=[CH:11][C:12]([O:13][CH2:14][CH2:15][CH2:16][N:17]([CH3:22])[S:18]([CH3:21])(=[O:20])=[O:19])=[C:3]([O:2][CH3:1])[CH:4]=2)[N:9]=[CH:8][N:7]=1. Reported procedure: 6-Methoxy-7-(3-(N-methyl-N-methylsulphonylamino)propoxy)quinazolin-4-one (2.24 g, 6.6 mmol) was taken up in thionyl chloride (25 ml) and treated with DMF (5 drops). The resulting solution was then heated at reflux for 1 hour followed by cooling to ambient temperature. The excess thionyl chloride was removed by evaporation followed by azeotroping with toluene (3×). The residue was basified with saturated aqueous sodium hydrogen carbonate solution (to pH8) and extracted twice with ethyl acetate. T...